Dataset: the Open Reaction Database (ORD), a public repository of structured organic reaction records. Task: describe an organic reaction: reactants, conditions, products, and yield The reactants are CCOC(=O)c1nn(C)c2c1CC(C)(C)CC2=O, CC[O-], CCOC=O, [Na+], O. The product is CCOC(=O)c1nn(C)c2c1CC(C)(C)C(=CO)C2=O. Reaction SMILES: [CH3:1][n:2]1[n:3][c:4]([C:14](=[O:15])[O:16][CH2:17][CH3:18])[c:5]2[c:10]1[C:9](=[O:11])[CH2:8][C:7]([CH3:12])([CH3:13])[CH2:6]2.[CH3:20][CH2:21][O-:22].[CH:24]([O:25][CH2:26][CH3:27])=[O:28].[Na+:19].[OH2:23]>>[CH3:1][n:2]1[n:3][c:4]([C:14](=[O:15])[O:16][CH2:17][CH3:18])[c:5]2[c:10]1[C:9](=[O:11])[C:8](=[CH:21][OH:22])[C:7]([CH3:12])([CH3:13])[CH2:6]2. The reactants are COc1cccc(CCC(C(=O)O)N(C)C(=O)OCc2ccccc2)c1OC, CCCCCC, O=S(Cl)Cl. The product is COc1cccc(CCC2C(=O)OC(=O)N2C)c1OC. As a reaction SMILES: [CH3:1][O:2][c:3]1[c:4]([CH2:11][CH2:12][CH:13]([C:14]([OH:16])=[O:27])[N:17]([C:18](=[O:19])[O:20][CH2:15][c:21]2[cH:22][cH:23][cH:24][cH:25][cH:26]2)[CH3:28])[cH:5][cH:6][cH:7][c:8]1[O:9][CH3:10].[CH3:33][CH2:34][CH2:35][CH2:36][CH2:37][CH3:38].[S:29]([Cl:30])([Cl:31])=[O:32]>>[CH3:1][O:2][c:3]1[c:4]([CH2:11][CH2:12][CH:13]2[C:14](=[O:16])[O:20][C:18](=[O:19])[N:17]2[CH3:28])[cH:5][cH:6][cH:7][c:8]1[O:9][CH3:10].